This data is from the Open Reaction Database (ORD), a public repository of structured organic reaction records. The task is: describe an organic reaction: reactants, conditions, products, and yield Reactants: C(C)(C)(C)OC(=O)N1CC(CCC1)OS(=O)(=O)C1=CC=C(C=C1)C (1-t-butoxycarbonyl-3-p-toluenesulphonyloxypiperidine), C1(=CC=CC=C1)C=1C(NC2=CC=CC=C2C1)=S (3-Phenylquinolin-2-thione), [H-].[Na+] (sodium hydride), ice water, [H][H] (hydrogen). The solvent is CN(C=O)C (dimethylformamide). Product: C(C)(C)(C)OC(=O)N1CC(CCC1)SC1=NC2=CC=CC=C2C=C1C1=CC=CC=C1 (2-(1-t-butoxycarbonyl-3-piperidylthio)--3-phenylquinoline). RXN SMILES: [C:1]1([C:7]2[C:8](=[S:17])[NH:9][C:10]3[C:15]([CH:16]=2)=[CH:14][CH:13]=[CH:12][CH:11]=3)[CH:6]=[CH:5][CH:4]=[CH:3][CH:2]=1.[H-].[Na+].[H][H].[C:22]([O:26][C:27]([N:29]1[CH2:34][CH2:33][CH2:32][CH:31](OS(C2C=CC(C)=CC=2)(=O)=O)[CH2:30]1)=[O:28])([CH3:25])([CH3:24])[CH3:23]>CN(C)C=O>[C:22]([O:26][C:27]([N:29]1[CH2:34][CH2:33][CH2:32][CH:31]([S:17][C:8]2[C:7]([C:1]3[CH:2]=[CH:3][CH:4]=[CH:5][CH:6]=3)=[CH:16][C:15]3[C:10](=[CH:11][CH:12]=[CH:13][CH:14]=3)[N:9]=2)[CH2:30]1)=[O:28])([CH3:25])([CH3:23])[CH3:24] |f:1.2|. Reported procedure: 3-Phenylquinolin-2-thione (5.2 g.) was added to a suspension of sodium hydride (1.15 g. of a 50% w/w dispersion in mineral oil) in dimethylformamide (35 ml.) at 0°-5°. When all the hydrogen had evolved, 1-t-butoxycarbonyl-3-p-toluenesulphonyloxypiperidine (7.8 g.) was added and the mixture was heated at 80° for 2 hr. The mixture was cooled to ambient temperature poured into ice-water (350 ml.) and extracted with ethyl acetate (3×150 ml). The ethyl acetate extract was washed with brine (150 ml.) ... Starting materials: CuO, FC(C1=NN(C=C1C(=O)N)C)F (3-difluoromethyl-1-methyl-1H-pyrazole-4-carboxylic acid amide), BrC1=C2C3CCC(C2=CC=C1)C3=C(Cl)Cl (5-bromo-9-dichloromethylene-1,2,3,4-tetrahydro-1,4-methano-naphthalene), CuCl2, C(=O)([O-])[O-].[K+].[K+] (K2CO3), CNCCNC (N,N′-dimethylethylenediamine). Reaction conditions: time 24 hour. Yields the product ClC(=C1C2CCC1C1=C(C=CC=C21)NC(=O)C=2C(=NN(C2)C)C(F)F)Cl (3-difluoromethyl-1-methyl-1H-pyrazole-4-carboxylic acid (9-dichloromethylene-1,2,3,4-tetrahydro-1,4-methano-naphthalen-5-yl)-amide). Reaction SMILES: C([O-])([O-])=O.[K+].[K+].[F:7][CH:8]([F:18])[C:9]1[C:13]([C:14]([NH2:16])=[O:15])=[CH:12][N:11]([CH3:17])[N:10]=1.Br[C:20]1[CH:29]=[CH:28][CH:27]=[C:26]2[C:21]=1[CH:22]1[C:30](=[C:31]([Cl:33])[Cl:32])[CH:25]2[CH2:24][CH2:23]1.CNCCNC>>[Cl:32][C:31]([Cl:33])=[C:30]1[CH:22]2[C:21]3[C:26]([CH:25]1[CH2:24][CH2:23]2)=[CH:27][CH:28]=[CH:29][C:20]=3[NH:16][C:14]([C:13]1[C:9]([CH:8]([F:7])[F:18])=[N:10][N:11]([CH3:17])[CH:12]=1)=[O:15] |f:0.1.2|. Procedure: A 20 ml screw-cap vial was filled with the following solids: CuO (0.05 mmol, 4.0 mg), anhydrous CuCl2 (0.05 mmol, 6.7 mg), K2CO3 (2.0 mmol, 277 mg), 3-difluoromethyl-1-methyl-1H-pyrazole-4-carboxylic acid amide (1.1 mmol, 193 mg) and 5-bromo-9-dichloromethylene-1,2,3,4-tetrahydro-1,4-methano-naphthalene (1.0 mmol, 304 mg). A magnetic stir bar was added, and the open vial was gently flushed with N2. Dioxane (2 mL) was added, followed by N,N′-dimethylethylenediamine (0.45 mmol, 48 μl). The vial wa... Starting materials: C(C)(C)(C)P(C(C)(C)C)C(C)(C)C (tri-tert-butylphosphine), BrC1=CC=NC=C1C#N (4-bromonicotinonitrile), FC1=C(C=C(C=C1)[N+](=O)[O-])B1OC(C(O1)(C)C)(C)C (2-(2-fluoro-5-nitrophenyl)-4,4,5,5-tetramethyl-[1,3,2]dioxaborolane), [F-].[K+] (potassium fluoride), solution. The reagents and catalysts are C=1C=CC(=CC1)/C=C/C(=O)/C=C/C2=CC=CC=C2.C=1C=CC(=CC1)/C=C/C(=O)/C=C/C2=CC=CC=C2.C=1C=CC(=CC1)/C=C/C(=O)/C=C/C2=CC=CC=C2.[Pd].[Pd] (tris(dibenzylideneacetone)dipalladium(0)). Yields the product FC1=C(C=C(C=C1)[N+](=O)[O-])C1=CC=NC=C1C#N (4-(2-fluoro-5-nitrophenyl)-nicotinonitrile). RXN SMILES: Br[C:2]1[C:7]([C:8]#[N:9])=[CH:6][N:5]=[CH:4][CH:3]=1.[F:10][C:11]1[CH:16]=[CH:15][C:14]([N+:17]([O-:19])=[O:18])=[CH:13][C:12]=1B1OC(C)(C)C(C)(C)O1.[F-].[K+].C(P(C(C)(C)C)C(C)(C)C)(C)(C)C>O1CCCC1.O1CCOCC1.O.C1C=CC(/C=C/C(/C=C/C2C=CC=CC=2)=O)=CC=1.C1C=CC(/C=C/C(/C=C/C2C=CC=CC=2)=O)=CC=1.C1C=CC(/C=C/C(/C=C/C2C=CC=CC=2)=O)=CC=1.[Pd].[Pd]>[F:10][C:11]1[CH:16]=[CH:15][C:14]([N+:17]([O-:19])=[O:18])=[CH:13][C:12]=1[C:2]1[C:7]([C:8]#[N:9])=[CH:6][N:5]=[CH:4][CH:3]=1 |f:2.3,8.9.10.11.12|. Solvent: O (water), O1CCCC1 (tetrahydrofuran), O1CCOCC1 (1,4-dioxane). Run at time 30 minute. Reported procedure: A mixture of 4-bromonicotinonitrile (1.00 g, 5.46 mmol), 2-(2-fluoro-5-nitrophenyl)-4,4,5,5-tetramethyl-[1,3,2]dioxaborolane (1.90 g, 7.10 mmol) and potassium fluoride (1.05 g, 18.03-mmol) in tetrahydrofuran (50 ml) was degassed with nitrogen for 30 min then treated with tris(dibenzylideneacetone)dipalladium(0) (0.05 g, 0.05 mmol) followed by tri-tert-butylphosphine (0.60 ml of a 0.2 M solution in 1,4-dioxane, 0.11 mmol) and then the reaction was stirred at ambient temperature for 30 min before ... Starting materials: CN(C)C1=NC=CC=C1 (dimethylaminopyridine), C(C)OC1=C(C=C(C=C1)S(=O)(=O)Cl)C1=NN2C(C(N1)=O)=C(N=C2C(CC)CC)C (4-ethoxy-3-(5-methyl-4-oxo-7-(1-ethylpropyl)-3,4-dihydro-imidazo[5,1-f][1,2,4]triazin-2-yl)-benzenesulphonyl chloride), CN1CCNCC1 (N-methylpiperazine). Run in ClCCl (dichloromethane), ClCCl (dichloromethane). Reaction conditions: time 8 hour. Product: C(C)OC1=C(C=C(C=C1)S(=O)(=O)N1CCN(CC1)C)C1=NN2C(C(N1)=O)=C(N=C2C(CC)CC)C (2-[2-Ethoxy-5-(4-methylpiperazine-1-sulphonyl)-phenyl]-7-(1-ethylpropyl)-5-methyl-3H-imidazo[5,1-f][1,2,4]triazin-4-one). Reported procedure: 50 mg (0.114 mmol) of 4-ethoxy-3-(5-methyl-4-oxo-7-(1-ethylpropyl)-3,4-dihydro-imidazo[5,1-f][1,2,4]triazin-2-yl)-benzenesulphonyl chloride are initially charged in 5 ml of dichloromethane and a spatula tip of 4 dimethylaminopyridine is added, followed by 30 mg (0.342 mmol) of N-methylpiperazine. The mixture is stirred at room temperature overnight, diluted with dichloromethane, washed twice with saturated ammonium chloride solution, dried over sodium sulphate, concentrated and filtered through ... RXN SMILES: [CH2:1]([O:3][C:4]1[CH:9]=[CH:8][C:7]([S:10](Cl)(=[O:12])=[O:11])=[CH:6][C:5]=1[C:14]1[NH:19][C:18](=[O:20])[C:17]2=[C:21]([CH3:29])[N:22]=[C:23]([CH:24]([CH2:27][CH3:28])[CH2:25][CH3:26])[N:16]2[N:15]=1)[CH3:2].CN(C1C=CC=CN=1)C.[CH3:39][N:40]1[CH2:45][CH2:44][NH:43][CH2:42][CH2:41]1>ClCCl>[CH2:1]([O:3][C:4]1[CH:9]=[CH:8][C:7]([S:10]([N:43]2[CH2:44][CH2:45][N:40]([CH3:39])[CH2:41][CH2:42]2)(=[O:12])=[O:11])=[CH:6][C:5]=1[C:14]1[NH:19][C:18](=[O:20])[C:17]2=[C:21]([CH3:29])[N:22]=[C:23]([CH:24]([CH2:27][CH3:28])[CH2:25][CH3:26])[N:16]2[N:15]=1)[CH3:2]. The reactants are CCO, Cl, [K+], CCOC(=O)CCN, N#Cc1ccccc1OCC1CO1, [OH-]. The product is CCOC(=O)CCNCC(O)COc1ccccc1C#N. RXN SMILES: [CH3:25][CH2:26][OH:27].[ClH:1].[K+:11].[NH2:2][CH2:3][CH2:4][C:5](=[O:6])[O:7][CH2:8][CH3:9].[O:12]1[CH:13]([CH2:14][O:15][c:16]2[c:17]([C:18]#[N:19])[cH:20][cH:21][cH:22][cH:23]2)[CH2:24]1.[OH-:10]>>[NH:2]([CH2:3][CH2:4][C:5](=[O:6])[O:7][CH2:8][CH3:9])[CH2:24][CH:13]([OH:12])[CH2:14][O:15][c:16]1[c:17]([C:18]#[N:19])[cH:20][cH:21][cH:22][cH:23]1. Starting materials: Cl.C(C)ON (ethoxyamine hydrochloride), C([O-])([O-])=O.[K+].[K+] (potassium carbonate), FC1=C(C(=O)Cl)C=CC=C1 (2-fluoro-benzoylchloride). The solvent is C(Cl)Cl (methylene chloride). Product: C(C)ON(O)C(C1=C(C=CC=C1)F)=O (N-Ethoxy-2-fluorobenzhydroxamic Acid). Isolated yield 128.7%. As a reaction SMILES: Cl.[CH2:2]([O:4][NH2:5])[CH3:3].C(=O)([O-])[O-:7].[K+].[K+].[F:12][C:13]1[CH:21]=[CH:20][CH:19]=[CH:18][C:14]=1[C:15](Cl)=[O:16]>C(Cl)Cl>[CH2:2]([O:4][N:5]([C:15](=[O:16])[C:14]1[CH:18]=[CH:19][CH:20]=[CH:21][C:13]=1[F:12])[OH:7])[CH3:3] |f:0.1,2.3.4|. Procedure: To a mixture of 35 g (0.36 moles) ethoxyamine hydrochloride, 51 g (0.37 moles) potassium carbonate and ice chips (about 100 g) which had been stirred for several minutes, 50 g (0.32 moles) 2-fluoro-benzoylchloride in methylene chloride (about 50 ml) were added dropwise. The reaction mixture was allowed to come to room temperature and then was stirred at room temperature for about three to four hours. The aqueous and methylene chloride layers were separated. The methylene chloride layer was dried... The reactants are Cl.ClCC=1C(=NC(=NC1)C)N (5-chloromethyl-2-methyl-pyrimidin-4-ylamine hydrochloride), Cl.C1(=CC=CC=C1)C=1CCNCC1 (4-phenyl-1,2,3,6-tetrahydropyridine hydrochloride), C([O-])([O-])=O.[K+].[K+] (potassium carbonate). Solvent: CN(C=O)C (dimethylformamide). Reaction conditions: time 5 hour. Product: C1(=CC=CC=C1)C=1CCN(CC1)CC=1C(=NC(=NC1)C)N (5-(4-phenyl-3,6-dihydro-2H-pyridin-1-ylmethyl)-2-methyl-pyrimidin-4-ylamine). The yield is 21.4%. RXN SMILES: Cl.Cl[CH2:3][C:4]1[C:5]([NH2:11])=[N:6][C:7]([CH3:10])=[N:8][CH:9]=1.Cl.[C:13]1([C:19]2[CH2:20][CH2:21][NH:22][CH2:23][CH:24]=2)[CH:18]=[CH:17][CH:16]=[CH:15][CH:14]=1.C(=O)([O-])[O-].[K+].[K+]>CN(C)C=O>[C:13]1([C:19]2[CH2:24][CH2:23][N:22]([CH2:3][C:4]3[C:5]([NH2:11])=[N:6][C:7]([CH3:10])=[N:8][CH:9]=3)[CH2:21][CH:20]=2)[CH:18]=[CH:17][CH:16]=[CH:15][CH:14]=1 |f:0.1,2.3,4.5.6|. Reported procedure: A suspension of 9.7 g (0.050 mol) of 5-chloromethyl-2-methyl-pyrimidin-4-ylamine hydrochloride, 9.8 g (0.050 mol) of 4-phenyl-1,2,3,6-tetrahydropyridine hydrochloride and 13.8 g (0.1 00 mol) of dry potassium carbonate in 125 ml of dimethylformamide was stirred vigorously at 80° for 5 hours. The mixture was cooled, suction filtered, completely freed from the solvents and the residue was triturated in water. The resulting crystals were filtered off under suction and recrystallized from ethanol/wat... Reactants: C(CCC)NC(=O)[C@H]1OC2=CC=C(C=C2[C@@]2(NC(NC2=O)=O)C1)F ((2S,4S)-N-butyl-6-fluoro-2',5'-dioxospiro[chroman-4,4'-imidazolidine]-2-carboxamide), BrCCCCl (1-bromo-3-chloropropane), [H-].[Na+] (NaH). Reagents/catalysts: CN(C=O)C (N,N-dimethylformamide). Run in O (water). Run at time 5 hour. The product is C(CCC)NC(=O)[C@H]1OC2=CC=C(C=C2[C@@]2(NC(N(C2=O)CCCCl)=O)C1)F ((2S,4S)-N-Butyl-1'-(3-chloropropyl)-6-fluoro-2',5'-dioxospiro[chroman-4,4'-imidazolidine]-2-carboxamide). Yield: 80.4%. Reaction SMILES: [CH2:1]([NH:5][C:6]([C@@H:8]1[CH2:23][C@@:16]2([C:20](=[O:21])[NH:19][C:18](=[O:22])[NH:17]2)[C:15]2[C:10](=[CH:11][CH:12]=[C:13]([F:24])[CH:14]=2)[O:9]1)=[O:7])[CH2:2][CH2:3][CH3:4].Br[CH2:26][CH2:27][CH2:28][Cl:29].[H-].[Na+]>CN(C)C=O.O>[CH2:1]([NH:5][C:6]([C@@H:8]1[CH2:23][C@@:16]2([C:20](=[O:21])[N:19]([CH2:26][CH2:27][CH2:28][Cl:29])[C:18](=[O:22])[NH:17]2)[C:15]2[C:10](=[CH:11][CH:12]=[C:13]([F:24])[CH:14]=2)[O:9]1)=[O:7])[CH2:2][CH2:3][CH3:4] |f:2.3|. Procedure: To a solution of (2S,4S)-N-butyl-6-fluoro-2',5'-dioxospiro[chroman-4,4'-imidazolidine]-2-carboxamide (25.0 g, 74.6 mmol) in N,N-dimethylformamide (125 ml, 1.62 mmol) was added 1-bromo-3-chloropropane (23.5 g, 149 mmol). After adding 60% NaH (3.00 g, 75.0 mmol) over 30 minutes at 15°-22° C., the mixture was stirred for 5 hours at 25°-28° C. The reaction mixture was poured into iced water (500 ml), extracted with AcOEt (1000 ml×3), dried over MgSO4. The solvent was distilled off, the residue was c...